The task is: describe an organic reaction: reactants, conditions, products, and yield. This data is from the Open Reaction Database (ORD), a public repository of structured organic reaction records. Starting materials: ClC=1C(=NC=CC1)C1(CCC2(OCCO2)CC1)F (3-chloro-2-(8-fluoro-1,4-dioxaspiro[4.5]dec-8-yl)pyridine), Cl (HCl). Run in O1CCOCC1 (dioxane). Conditions: time 8 hour. Yields the product ClC=1C(=NC=CC1)C1(CCC(CC1)=O)F (4-(3-chloropyridin-2-yl)-4-fluorocyclohexanone). Yield: 103.4%. RXN SMILES: [Cl:1][C:2]1[C:3]([C:8]2([F:18])[CH2:17][CH2:16][C:11]3(OCC[O:12]3)[CH2:10][CH2:9]2)=[N:4][CH:5]=[CH:6][CH:7]=1.Cl>O1CCOCC1>[Cl:1][C:2]1[C:3]([C:8]2([F:18])[CH2:9][CH2:10][C:11](=[O:12])[CH2:16][CH2:17]2)=[N:4][CH:5]=[CH:6][CH:7]=1. Procedure: To a solution of the product of Example 1B (3.0 g, 11.04 mmol) in dioxane (50 mL) was added 3M HCl (50 mL). The reaction mixture was stirred overnight at ambient temperature, quenched with 3M NaOH (50 mL) and extracted with ethyl acetate. The organic layer was separated and concentrated. The resulting residue was chromatographed on silica gel eluting with 0%-30% ethyl acetate-hexane to obtain 95% pure desired product (2.6 g, 103%) as a white solid. 1H NMR (300 MHz, DMSO-d6) δ PPM 2.29-2.37 (M, 2... Reactants: COc1ccc(Br)cc1, O=C1CCN(Cc2ccccc2)CC1, C1CCOC1, [Mg]. The product is COc1ccc(C2(O)CCN(Cc3ccccc3)CC2)cc1. RXN SMILES: [Br:1][c:2]1[cH:3][cH:4][c:5]([O:8][CH3:9])[cH:6][cH:7]1.[CH2:11]([c:12]1[cH:13][cH:14][cH:15][cH:16][cH:17]1)[N:18]1[CH2:19][CH2:20][C:21](=[O:24])[CH2:22][CH2:23]1.[CH2:25]1[O:26][CH2:27][CH2:28][CH2:29]1.[Mg:10]>>[c:2]1([C:21]2([OH:24])[CH2:20][CH2:19][N:18]([CH2:11][c:12]3[cH:13][cH:14][cH:15][cH:16][cH:17]3)[CH2:23][CH2:22]2)[cH:3][cH:4][c:5]([O:8][CH3:9])[cH:6][cH:7]1. Reactants: CN1C(CC(C1)COS(=O)(=O)C1=CC=C(C)C=C1)=O (1-methyl-4-tosyloxymethyl-pyrrolidin-2-one), C(C)C1=C([O-])C=CC=C1.[K+] (potassium 2-ethyl-phenoxide). The product is CN1C(CC(C1)COC1=C(C=CC=C1)CC)=O (1-Methyl-4-(2'-ethyl-phenoxymethyl)-pyrrolidin-2-one). RXN SMILES: [CH3:1][N:2]1[CH2:6][CH:5]([CH2:7][O:8]S(C2C=CC(C)=CC=2)(=O)=O)[CH2:4][C:3]1=[O:19].[CH2:20]([C:22]1[CH:28]=[CH:27][CH:26]=[CH:25][C:23]=1[O-])[CH3:21].[K+]>>[CH3:1][N:2]1[CH2:6][CH:5]([CH2:7][O:8][C:23]2[CH:25]=[CH:26][CH:27]=[CH:28][C:22]=2[CH2:20][CH3:21])[CH2:4][C:3]1=[O:19] |f:1.2|. Procedure: The compound is prepared from 1-methyl-4-tosyloxymethyl-pyrrolidin-2-one described in Example 17, and potassium 2-ethyl-phenoxide, as described in Example 17. B.p.(0.3 mm Hg)=186° C. Reactants: Cl (hydrochloric acid), C(C(=C)C)(=O)OCC (ethyl methacrylate), cuprous oxide, C(C)(=O)OC=1C(=C2CCC(OC2=C(C1C)C)(C)COC1=CC=C(C=C1)N)C (6-acetoxy-2-(4-aminophenoxymethyl)-2,5,7,8-tetramethylchroman), N(=O)[O-].[Na+] (sodium nitrite). Run in CC(=O)C (acetone), O (water). The product is C(C)(=O)OC=1C(=C2CCC(OC2=C(C1C)C)(C)COC1=CC=C(C=C1)CC(C(=O)OCC)(C)Cl)C (Ethyl 3-[4-(6-acetoxy-2,5,7,8-tetramethylchroman-2-yl-methoxy)phenyl]-2-chloro-2-methylpropionate). Reaction SMILES: [C:1]([O:4][C:5]1[C:6]([CH3:27])=[C:7]2[C:12](=[C:13]([CH3:16])[C:14]=1[CH3:15])[O:11][C:10]([CH2:18][O:19][C:20]1[CH:25]=[CH:24][C:23](N)=[CH:22][CH:21]=1)([CH3:17])[CH2:9][CH2:8]2)(=[O:3])[CH3:2].[ClH:28].N([O-])=O.[Na+].[C:33]([O:38][CH2:39][CH3:40])(=[O:37])[C:34]([CH3:36])=[CH2:35]>O.CC(C)=O>[C:1]([O:4][C:5]1[C:6]([CH3:27])=[C:7]2[C:12](=[C:13]([CH3:16])[C:14]=1[CH3:15])[O:11][C:10]([CH2:18][O:19][C:20]1[CH:25]=[CH:24][C:23]([CH2:35][C:34]([Cl:28])([CH3:36])[C:33]([O:38][CH2:39][CH3:40])=[O:37])=[CH:22][CH:21]=1)([CH3:17])[CH2:9][CH2:8]2)(=[O:3])[CH3:2] |f:2.3|. Procedure: Following the same procedure as described in Preparation 18, 2 g of 6-acetoxy-2-(4-aminophenoxymethyl)-2,5,7,8-tetramethylchroman (prepared as described in Preparation 50), 25 ml of acetone, 3 ml of 35% w/v aqueous hydrochloric acid, 0.7 g of sodium nitrite, 1 ml of water, 8 g of ethyl methacrylate and 0.2 g of cuprous oxide were reacted, to give the title compound. Solvent: CCOC(=O)C (EtOAc), CC#N (MeCN). Starting materials: N1CCCCC1 (piperidine), C=O (formaldehyde), N1CCCCC1 (Piperidine), C=O (formaldehyde), OCCONC(=O)C=1C(=C(C=2N(C1)C=CN2)Cl)NC2=C(C=C(C=C2)Br)Cl (7-(4-bromo-2-chlorophenylamino)-8-chloroimidazo[1,2-a]pyridine-6-carboxylic acid (2-hydroxyethoxy)-amide), O (water). The yield is 48.9%. Procedure: Compound 39 was prepared by a modification of the procedure of T. Kercher et al. (manuscript in preparation). Piperidine (4 μL, 0.043 mmol) and 37% aqueous formaldehyde (5 μL, 0.065 mmol) were dissolved in 6:1 MeCN:water (0.5 ml), and stirred 30 minutes. 7-(4-bromo-2-chlorophenylamino)-8-chloroimidazo[1,2-a]pyridine-6-carboxylic acid (2-hydroxyethoxy)amide (33a) (10 mg, 0.022 mmol) was added followed by scandium triflate (1 mg, 0.002 mmol). After stirring 16 hours, additional scandium triflate (... Reaction conditions: time 16 hour. The reagents and catalysts are [O-]S(=O)(=O)C(F)(F)F.[Sc+3].[O-]S(=O)(=O)C(F)(F)F.[O-]S(=O)(=O)C(F)(F)F (scandium triflate), [O-]S(=O)(=O)C(F)(F)F.[Sc+3].[O-]S(=O)(=O)C(F)(F)F.[O-]S(=O)(=O)C(F)(F)F (scandium triflate). RXN SMILES: [NH:1]1[CH2:6][CH2:5][CH2:4][CH2:3][CH2:2]1.[CH2:7]=O.O.[OH:10][CH2:11][CH2:12][O:13][NH:14][C:15]([C:17]1[C:18]([NH:27][C:28]2[CH:33]=[CH:32][C:31]([Br:34])=[CH:30][C:29]=2[Cl:35])=[C:19]([Cl:26])[C:20]2[N:21]([CH:23]=[CH:24][N:25]=2)[CH:22]=1)=[O:16]>CC#N.CCOC(C)=O.[O-]S(C(F)(F)F)(=O)=O.[Sc+3].[O-]S(C(F)(F)F)(=O)=O.[O-]S(C(F)(F)F)(=O)=O>[OH:10][CH2:11][CH2:12][O:13][NH:14][C:15]([C:17]1[C:18]([NH:27][C:28]2[CH:33]=[CH:32][C:31]([Br:34])=[CH:30][C:29]=2[Cl:35])=[C:19]([Cl:26])[C:20]2[N:21]([C:23]([CH2:7][N:1]3[CH2:6][CH2:5][CH2:4][CH2:3][CH2:2]3)=[CH:24][N:25]=2)[CH:22]=1)=[O:16] |f:6.7.8.9|. Product: OCCONC(=O)C=1C(=C(C=2N(C1)C(=CN2)CN2CCCCC2)Cl)NC2=C(C=C(C=C2)Br)Cl (7-(4-bromo-2-chlorophenylamino)-8-chloro-3-piperidin-1-ylmethylimidazo[1,2-a]pyridine-6-carboxylic acid (2-hydroxyethoxy) amide).